From a dataset of the Open Reaction Database (ORD), a public repository of structured organic reaction records. describe an organic reaction: reactants, conditions, products, and yield Reactants: O=C(OCc1ccccc1)C(c1ccccc1)N1CC(N2C(=O)c3ccccc3C2=O)C1=O, CCOC(C)=O. Product: O=C(O)C(c1ccccc1)N1CC(N2C(=O)c3ccccc3C2=O)C1=O. Reaction SMILES: [CH2:1]([c:2]1[cH:3][cH:4][cH:5][cH:6][cH:7]1)[O:8][C:9](=[O:10])[CH:11]([c:12]1[cH:13][cH:14][cH:15][cH:16][cH:17]1)[N:18]1[C:19](=[O:33])[CH:20]([N:22]2[C:23](=[O:32])[c:24]3[c:25]([cH:28][cH:29][cH:30][cH:31]3)[C:26]2=[O:27])[CH2:21]1.[CH3:34][CH2:35][O:36][C:37](=[O:38])[CH3:39]>>[O:8]=[C:9]([OH:10])[CH:11]([c:12]1[cH:13][cH:14][cH:15][cH:16][cH:17]1)[N:18]1[C:19](=[O:33])[CH:20]([N:22]2[C:23](=[O:32])[c:24]3[c:25]([cH:28][cH:29][cH:30][cH:31]3)[C:26]2=[O:27])[CH2:21]1. Starting materials: COC(CCC(C)(N1C=NC(=C1)C=1C=NC=CC1)C)=O (4-Methyl-4-(4-pyridin-3-yl-imidazol-1-yl)pentanoic acid methyl ester), [BH4-].[Na+] (sodium borohydride). Solvent: C(C)O (ethanol). Reaction conditions: temperature 50 celsius. The product is CC(CCCO)(C)N1C=NC(=C1)C=1C=NC=CC1 (4-Methyl-4-(4-pyridin-3-yl-imidazol-1-yl)-pentan-1-ol). The yield is 68.0%. As a reaction SMILES: C[O:2][C:3](=O)[CH2:4][CH2:5][C:6]([CH3:19])([N:8]1[CH:12]=[C:11]([C:13]2[CH:14]=[N:15][CH:16]=[CH:17][CH:18]=2)[N:10]=[CH:9]1)[CH3:7].[BH4-].[Na+]>C(O)C>[CH3:19][C:6]([N:8]1[CH:12]=[C:11]([C:13]2[CH:14]=[N:15][CH:16]=[CH:17][CH:18]=2)[N:10]=[CH:9]1)([CH3:7])[CH2:5][CH2:4][CH2:3][OH:2] |f:1.2|. Procedure details: To a solution of 4-Methyl-4-(4-pyridin-3-yl-imidazol-1-yl)pentanoic acid methyl ester (1 eq) in ethanol was added sodium borohydride (4 eq) at room temperature. The reaction mixture was heated in a 50° C. oil bath for 60 minutes and then quenched by addition of H2O. Once the reaction solvent was removed in vacuo, a solution of the residue in dichloromethane was washed with NaCl(sat), dried over sodium sulfate, filtered and concentrated to give 4-Methyl-4-(4-pyridin-3-yl-imidazol-1-yl)-pentan-1-o... Starting materials: Br, CS(=O)(=O)O, O=C1CNC(=O)N1, C1COCCO1, Oc1ccccc1. The product is O=C1NC(=O)C(c2ccc(O)cc2)N1. RXN SMILES: [Br:8].[CH3:9][S:10](=[O:11])(=[O:12])[OH:13].[O:1]=[C:2]1[CH2:3][NH:4][C:5](=[O:6])[NH:7]1.[O:21]1[CH2:22][CH2:23][O:24][CH2:25][CH2:26]1.[OH:14][c:15]1[cH:16][cH:17][cH:18][cH:19][cH:20]1>>[O:1]=[C:2]1[CH:3]([c:18]2[cH:17][cH:16][c:15]([OH:14])[cH:20][cH:19]2)[NH:4][C:5](=[O:6])[NH:7]1. The reactants are C(C)(C)N(C(C)C)CC (N,N-diisopropylethylamine), O.ON1N=NC2=C1C=CC=C2 (1-hydroxybenzotriazole monohydrate), C(C1=CC=CO1)N (furfurylamine), Cl.C(C)N=C=NCCCN(C)C (1-ethyl-3-(3-dimethylaminopropyl) carbodiimide hydrochloride), FC=1C=C(C=C2C(=NNC12)\C=C\C=1C=NC=CC1)C(=O)O (7-fluoro-3-[(E)-2-(pyridin-3-yl)-vinyl]-1H-indazole-5-carboxylic acid). The solvent is O (water), C(C)(=O)OCC (ethyl acetate), CN(C=O)C (N,N-dimethylformamide). Reaction conditions: time 10 minute. The product is O1C(=CC=C1)CNC(=O)C=1C=C2C(=NNC2=C(C1)F)\C=C\C=1C=NC=CC1 (7-Fluoro-3-[(E)-2-(pyridin-3-yl)-vinyl]-1H-indazole-5-carboxylic acid(furan-2-ylmethyl)-amide). RXN SMILES: [F:1][C:2]1[CH:3]=[C:4]([C:19]([OH:21])=O)[CH:5]=[C:6]2[C:10]=1[NH:9][N:8]=[C:7]2/[CH:11]=[CH:12]/[C:13]1[CH:14]=[N:15][CH:16]=[CH:17][CH:18]=1.C(N(CC)C(C)C)(C)C.O.ON1C2C=CC=CC=2N=N1.[CH2:42]([NH2:48])[C:43]1[O:47][CH:46]=[CH:45][CH:44]=1.Cl.C(N=C=NCCCN(C)C)C>CN(C)C=O.O.C(OCC)(=O)C>[O:47]1[CH:46]=[CH:45][CH:44]=[C:43]1[CH2:42][NH:48][C:19]([C:4]1[CH:5]=[C:6]2[C:10](=[C:2]([F:1])[CH:3]=1)[NH:9][N:8]=[C:7]2/[CH:11]=[CH:12]/[C:13]1[CH:14]=[N:15][CH:16]=[CH:17][CH:18]=1)=[O:21] |f:2.3,5.6|. Procedure: 376 mg of 7-fluoro-3-[(E)-2-(pyridin-3-yl)-vinyl]-1H-indazole-5-carboxylic acid was dissolved in 10 mL of N,N-dimethylformamide, and added with 903 μl of N,N-diisopropylethylamine, 244 mg of 1-hydroxybenzotriazole monohydrate and 147 μl of furfurylamine, and stirred at room temperature for 10 minutes. The solution was cooled to 0° C., added with 509 mg of 1-ethyl-3-(3-dimethylaminopropyl) carbodiimide hydrochloride, and stirred at room temperature overnight. After diluting with water and ethyl a... Starting materials: Cl.CN(CCCCl)C (3-dimethylaminopropylchloride-hydrochloride), C1(=CC=CC=C1)C (toluene), C=1(SC=C2C3=C(SC4=C(C12)C=CC=C4)C=CC=C3)CO ((2,8-Dithia-dibenzo[e,h]azulene-1-yl)-methanol). The reagents and catalysts are [Cl-].C(C1=CC=CC=C1)[N+](CC)(CC)CC (benzyltriethylammonium chloride). The solvent is [OH-].[Na+] (sodium hydroxide), O (water). Product: C=1(SC=C2C3=C(SC4=C(C12)C=CC=C4)C=CC=C3)COCCCN(C)C ([3-(2,8-Dithia-dibenzo[e,h]azulene-1-ylmethoxy)-propyl]-dimethyl-amine). RXN SMILES: Cl.[CH3:2][N:3]([CH3:8])[CH2:4][CH2:5][CH2:6]Cl.C1(C)C=CC=CC=1.[C:16]1([CH2:34][OH:35])[S:17][CH:18]=[C:19]2[C:25]=1[C:24]1[CH:26]=[CH:27][CH:28]=[CH:29][C:23]=1[S:22][C:21]1[CH:30]=[CH:31][CH:32]=[CH:33][C:20]2=1>[OH-].[Na+].[Cl-].C([N+](CC)(CC)CC)C1C=CC=CC=1.O>[C:16]1([CH2:34][O:35][CH2:6][CH2:5][CH2:4][N:3]([CH3:8])[CH3:2])[S:17][CH:18]=[C:19]2[C:25]=1[C:24]1[CH:26]=[CH:27][CH:28]=[CH:29][C:23]=1[S:22][C:21]1[CH:30]=[CH:31][CH:32]=[CH:33][C:20]2=1 |f:0.1,4.5,6.7|. Reported procedure: To a solution of 3-dimethylaminopropylchloride-hydrochloride (6.7 mmoles) in 50% sodium hydroxide (5 ml), benzyltriethylammonium chloride (0.88 mmole) and toluene solution of the alcohol 15 (0.67 mmole) were added. The reaction mixture was heated under vigorous stirring and refluxing for 5 hours. Then it was cooled to room temperature, diluted with water and extracted by dichloromethane. After purification by column chromatograpy an oily product was isolated.